From a dataset of the Open Reaction Database (ORD), a public repository of structured organic reaction records. describe an organic reaction: reactants, conditions, products, and yield Reactants: [OH-].[Na+] (sodium hydroxide), C([O-])([O-])=O.[Na+].[Na+] (sodium carbonate), C(C)(=O)OC(C)=O (acetic anhydride), CN(C1=CC=C(C=C1)C1C(=NC(O1)(C)C)C1=CC=CC=C1)C (5-[p-(dimethylamino)-phenyl]-2,2-dimethyl-4-phenyl-3-oxazoline), OO (hydrogen peroxide), C(=O)=O (carbon dioxide). Run in C(C)(=O)O (acetic acid). The product is CN(C1=CC=C(C=C1)C1C(=[N+](C(O1)(C)C)[O-])C1=CC=CC=C1)C (5-[p-(dimethylamino)phenyl]-2,2-dimethyl-4-phenyl-3-oxazoline N-oxide). Reaction SMILES: [CH3:1][N:2]([CH3:22])[C:3]1[CH:8]=[CH:7][C:6]([CH:9]2[O:13][C:12]([CH3:15])([CH3:14])[N:11]=[C:10]2[C:16]2[CH:21]=[CH:20][CH:19]=[CH:18][CH:17]=2)=[CH:5][CH:4]=1.C(OC(=O)C)(=[O:25])C.OO.[OH-].[Na+].C(=O)([O-])[O-].[Na+].[Na+].C(=O)=O>C(O)(=O)C>[CH3:22][N:2]([CH3:1])[C:3]1[CH:4]=[CH:5][C:6]([CH:9]2[O:13][C:12]([CH3:15])([CH3:14])[N+:11]([O-:25])=[C:10]2[C:16]2[CH:21]=[CH:20][CH:19]=[CH:18][CH:17]=2)=[CH:7][CH:8]=1 |f:3.4,5.6.7|. Reported procedure: A solution of 70.2 g of 5-[p-(dimethylamino)-phenyl]-2,2-dimethyl-4-phenyl-3-oxazoline in 300 ml of glacial acetic acid was added while stirring to a mixture, cooled to 0° C., of 30 ml of acetic anhydride and 90 m. of 30% hydrogen peroxide. The mixture was then stirred at room temperature for an additional 2.5 hours, treated while cooling with sodium hydroxide (342 g of sodium hydroxide in 2 liters of water) and sufficient sodium carbonate was added until carbon dioxide no longer evolved. Then, ... The reactants are CO, CCOC(C)=O, CC(N=[N+]=[N-])c1ccc(NC(=S)Nc2ccc(NC(=O)c3ccco3)cc2)cc1Cl, O, O, Cl[Sn]Cl. The product is CC(N)c1ccc(NC(=S)Nc2ccc(NC(=O)c3ccco3)cc2)cc1Cl. As a reaction SMILES: [CH3:36][OH:37].[CH3:38][CH2:39][O:40][C:41](=[O:42])[CH3:43].[N:6](=[N+:7]=[N-:8])[CH:9]([CH3:10])[c:11]1[c:12]([Cl:35])[cH:13][c:14]([NH:17][C:18]([NH:19][c:20]2[cH:21][cH:22][c:23]([NH:26][C:27](=[O:28])[c:29]3[o:30][cH:31][cH:32][cH:33]3)[cH:24][cH:25]2)=[S:34])[cH:15][cH:16]1.[OH2:1].[OH2:2].[Sn:3]([Cl:4])[Cl:5]>>[NH2:6][CH:9]([CH3:10])[c:11]1[c:12]([Cl:35])[cH:13][c:14]([NH:17][C:18]([NH:19][c:20]2[cH:21][cH:22][c:23]([NH:26][C:27](=[O:28])[c:29]3[o:30][cH:31][cH:32][cH:33]3)[cH:24][cH:25]2)=[S:34])[cH:15][cH:16]1. Reactants: [H-].[Na+] (sodium hydride), CC=1C=C(C(=O)C2CNC3=CC=CC=C3C2=O)C=CC1 (3-(3-methyl-benzoyl)-2,3-dihydro-1H-quinolin-4-one), Br.BrCC1=NC=CC=C1 (2-bromomethylpyridine hydrobromide). Solvent: CN(C=O)C (dimethylformamide). The product is CC=1C=C(C(=O)C2=CN(C3=CC=CC=C3C2=O)CC2=NC=CC=C2)C=CC1 (3-(3-Methyl-benzoyl)-1-pyridin-2-ylmethyl-1H-quinolin-4-one). The yield is 31.0%. RXN SMILES: [H-].[Na+].[CH3:3][C:4]1[CH:5]=[C:6]([CH:20]=[CH:21][CH:22]=1)[C:7]([CH:9]1[C:18](=[O:19])[C:17]2[C:12](=[CH:13][CH:14]=[CH:15][CH:16]=2)[NH:11][CH2:10]1)=[O:8].Br.Br[CH2:25][C:26]1[CH:31]=[CH:30][CH:29]=[CH:28][N:27]=1>CN(C)C=O>[CH3:3][C:4]1[CH:5]=[C:6]([CH:20]=[CH:21][CH:22]=1)[C:7]([C:9]1[C:18](=[O:19])[C:17]2[C:12](=[CH:13][CH:14]=[CH:15][CH:16]=2)[N:11]([CH2:25][C:26]2[CH:31]=[CH:30][CH:29]=[CH:28][N:27]=2)[CH:10]=1)=[O:8] |f:0.1,3.4|. Procedure: Compound 4w was prepared following the procedure outlined in Step 3 of Example 1 using 52 mg (1.3 mmol) of sodium hydride (60%), 132 mg (0.5 mmol) of 3-(3-methyl-benzoyl)-2,3-dihydro-1H-quinolin-4-one 3g, 3 mL of anhydrous dimethylformamide, and 164 mg (0.65 mmol) of 2-bromomethylpyridine hydrobromide. The crude product was purified by flash chromatography to yield 55 mg of a pale yellow solid 4w: Reverse phase HPLC (gradient acetonitrile 0.1% TFA 20-95% in 4 min) retention time=1.913 min; LC-MS... Reactants: methyl ester, NN (hydrazine), COC(C1=CC(=CC(=C1)O)F)=O (3-fluoro-5-hydroxybenzoic acid methyl ester), BrC1=NOC=C1 (racemic bromoisoxazole), C(C)C(C([O-])([O-])[O-])(CC)CC (Triethylorthoacetate). Solvent: CO (methanol), O (water), C(C)(=O)OCC (ethyl acetate). Run at time 14 hour. Yields the product O(C1=CC=CC=C1)C1=NOCC1 (3-(phenoxy)-4,5-dihydroisoxazole), O1N=NC=C1 (racemic oxadiazole). Reaction SMILES: COC(=O)[C:4]1[CH:9]=[C:8]([OH:10])[CH:7]=[C:6](F)[CH:5]=1.Br[C:14]1[CH:18]=[CH:17][O:16][N:15]=1.[NH2:19][NH2:20].C([C:23](CC)(CC)[C:24]([O-:27])([O-])[O-])C>CO.O.C(OCC)(=O)C>[O:10]([C:14]1[CH2:18][CH2:17][O:16][N:15]=1)[C:8]1[CH:9]=[CH:4][CH:5]=[CH:6][CH:7]=1.[O:27]1[CH:24]=[CH:23][N:20]=[N:19]1. Reported procedure: 3-(phenoxy)-4,5-dihydroisoxazole I-224a and I-224b were prepared in 3 steps according to the following procedures: 3-fluoro-5-hydroxybenzoic acid methyl ester is reacted with racemic bromoisoxazole I-14 using Method 5. The resulting methyl ester (1.0 equiv) is dissolved in methanol (0.08 M) after which hydrazine (50 equiv, 50% by weight in water) is added and the reaction is allowed to stir for 14 h. The reaction mixture is then concentrated under vacuum and used directly in the next step. Triet... Reactants: C(CCCC)[C@@H]1CC[C@H](CC1)C1=CC=C(C=C1)C1=CC=CC=C1 (4-(trans-4-pentylcyclohexyl)biphenyl), [Cl-].[Al+3].[Cl-].[Cl-] (aluminum chloride), C(C)(=O)Cl (acetyl chloride), resultant mixture, Cl (hydrochloric acid). Run in C(Cl)Cl (methylene chloride). Run at time 30 minute. Yields the product C(C)(=O)C1=CC=C(C=C1)C1=CC=C(C=C1)[C@@H]1CC[C@H](CC1)CCCCC (4-acetyl-4′-(trans-4-pentylcyclohexyl)biphenyl). Yield: 46.7%. As a reaction SMILES: [Cl-].[Al+3].[Cl-].[Cl-].[C:5](Cl)(=[O:7])[CH3:6].[CH2:9]([C@H:14]1[CH2:19][CH2:18][C@H:17]([C:20]2[CH:25]=[CH:24][C:23]([C:26]3[CH:31]=[CH:30][CH:29]=[CH:28][CH:27]=3)=[CH:22][CH:21]=2)[CH2:16][CH2:15]1)[CH2:10][CH2:11][CH2:12][CH3:13].Cl>C(Cl)Cl>[C:5]([C:29]1[CH:30]=[CH:31][C:26]([C:23]2[CH:22]=[CH:21][C:20]([C@H:17]3[CH2:18][CH2:19][C@H:14]([CH2:9][CH2:10][CH2:11][CH2:12][CH3:13])[CH2:15][CH2:16]3)=[CH:25][CH:24]=2)=[CH:27][CH:28]=1)(=[O:7])[CH3:6] |f:0.1.2.3|. Procedure details: First, 23.6 g of anhydrous aluminum chloride and 120 ml of methylene chloride were put in a 300 ml flask. After 14.0 g of acetyl chloride was dropped into the mixture at 5° C. or less, the resultant mixture was stirred keeping the same temperature for 30 minutes. Then, 45.2 g of 4-(trans-4-pentylcyclohexyl)biphenyl was added to resultant mixture at 5° C. or less and stirred for 30 minutes at room temperature. After the reaction, the reaction solution was poured into dilute hydrochloric acid, and... Starting materials: CO, [OH-], [OH-], CC1CCC(CO)CN1C(=O)OCc1ccccc1, [Pd+2]. Yields the product CC1CCC(CO)CN1. RXN SMILES: [CH3:20][OH:21].[OH-:22].[OH-:23].[OH:1][CH2:2][CH:3]1[CH2:4][CH2:5][CH:6]([CH3:19])[N:7]([C:9]([O:10][CH2:11][c:12]2[cH:13][cH:14][cH:15][cH:16][cH:17]2)=[O:18])[CH2:8]1.[Pd+2:24]>>[OH:1][CH2:2][CH:3]1[CH2:4][CH2:5][CH:6]([CH3:19])[NH:7][CH2:8]1.